From a dataset of the Open Reaction Database (ORD), a public repository of structured organic reaction records. describe an organic reaction: reactants, conditions, products, and yield Reactants: CCOC(=O)C(=O)NC(CC)C(=O)O, COC(CN)OC, CC(C)O. Product: CCC(NC(=O)C(=O)NCC(OC)OC)C(=O)O. As a reaction SMILES: [CH2:1]([CH3:2])[CH:3]([NH:4][C:5]([C:6]([O:8][CH2:7][CH3:9])=[O:10])=[O:11])[C:12](=[O:13])[OH:14].[CH3:15][O:16][CH:17]([CH2:18][NH2:19])[O:20][CH3:21].[CH3:22][CH:23]([OH:24])[CH3:25]>>[CH2:1]([CH3:2])[CH:3]([NH:4][C:5]([C:6](=[O:8])[NH:19][CH2:18][CH:17]([O:16][CH3:15])[O:20][CH3:21])=[O:11])[C:12](=[O:13])[OH:14]. Starting materials: solid, N[C@@H](CO)CC1=CC=CC=C1 ((R)-(+)2-amino-3-phenyl-1-propanol), C(C)(C)(C)N=C=S (tert-butyl isothiocyanate). Solvent: C(C)O (ethanol). Yields the product C(C)(C)(C)NC(=S)N[C@@H](CO)CC1=CC=CC=C1 (N-(tert-butyl)-N′-[(1R)-2-hydroxy-1-(phenylmethyl)ethyl]thiourea). Yield: 98.8%. As a reaction SMILES: [NH2:1][C@H:2]([CH2:5][C:6]1[CH:11]=[CH:10][CH:9]=[CH:8][CH:7]=1)[CH2:3][OH:4].[C:12]([N:16]=[C:17]=[S:18])([CH3:15])([CH3:14])[CH3:13]>C(O)C>[C:12]([NH:16][C:17]([NH:1][C@H:2]([CH2:5][C:6]1[CH:11]=[CH:10][CH:9]=[CH:8][CH:7]=1)[CH2:3][OH:4])=[S:18])([CH3:15])([CH3:14])[CH3:13]. Procedure: The process is performed as in Example 2, starting with 5 g of (R)-(+)2-amino-3-phenyl-1-propanol in 50 cm3 of ethanol and 5.7 g of tert-butyl isothiocyanate at a temperature in the region of 20° C. for 16 hours. After an identical work-up, 8.7 g of N-(tert-butyl)-N′-[(1R)-2-hydroxy-1-(phenylmethyl)ethyl]thiourea are obtained in the form of a white solid melting at 107° C. Starting materials: CC1(C(C(CCC1)(C)C)=O)C (2,2,6,6-tetramethylcyclohexanone), Cl (hydrochloric acid), [Mg] (Magnesium), C(C=C)Br (allyl bromide). The solvent is C(C)OCC (diethyl ether), C(C)OCC (diethyl ether), O (water), C(C)OCC (diethyl ether). Product: C(C=C)C1(C(CCCC1(C)C)(C)C)O (1-allyl-2,2,6,6-tetramethylcyclohexan-1-ol). The yield is 68.0%. RXN SMILES: [Mg].[CH2:2](Br)[CH:3]=[CH2:4].[CH3:6][C:7]1([CH3:16])[CH2:12][CH2:11][CH2:10][C:9]([CH3:14])([CH3:13])[C:8]1=[O:15].Cl>O.C(OCC)C>[CH2:4]([C:8]1([OH:15])[C:9]([CH3:14])([CH3:13])[CH2:10][CH2:11][CH2:12][C:7]1([CH3:16])[CH3:6])[CH:3]=[CH2:2]. Procedure: Magnesium (11.5 g, 0.48 moles) and dried diethyl ether (300 ml) were added, in this order, to one liter four-necked flask equipped with a mechanical stirrer, a dropping funnel, a thermometer, a reflux condenser and a nitrogen gas inlet tube and stirred at room temperature. While stirring at room temperature, a mixed solution of allyl bromide (57.7 g, 0.48 moles)/dried diethyl ether (100 ml) was dropped to the mixture in 2 hours. The resulting mixture was heated under reflux for 30 minutes. Into ... Reactants: [BH4-], ClCCl, CC(S)S, CCOC(=O)C(C)N1c2ccc(Cl)cc2Sc2ccc(C#N)cc21, [Na+], [Na+], C1CCOC1, [OH-]. As a reaction SMILES: [BH4-:25].[CH2:38]([Cl:39])[Cl:40].[CH:27]([SH:28])([SH:29])[CH3:30].[Cl:1][c:2]1[cH:3][c:4]2[c:13]([cH:14][cH:15]1)[N:12]([CH:16]([C:17](=[O:18])[O:19][CH2:20][CH3:21])[CH3:22])[c:11]1[c:6]([cH:7][cH:8][c:9]([C:23]#[N:24])[cH:10]1)[S:5]2.[Na+:26].[Na+:32].[O:33]1[CH2:34][CH2:35][CH2:36][CH2:37]1.[OH-:31]>>[Cl:1][c:2]1[cH:3][c:4]2[c:13]([cH:14][cH:15]1)[N:12]([CH:16]([CH2:17][OH:18])[CH3:22])[c:11]1[c:6]([cH:7][cH:8][c:9]([C:23]#[N:24])[cH:10]1)[S:5]2. The product is CC(CO)N1c2ccc(Cl)cc2Sc2ccc(C#N)cc21. The reactants are C1(CCCC1)CC(=O)NC1=CC=C2C=CC=C(C2=C1)CC1=C(C=C(C(=O)OC)C=C1)OC (methyl 4-[7-(cyclopentylacetamido)naphth-1-ylmethyl]-3-methoxybenzoate), C1(=CC=C(C=C1)S(=O)(=O)O)C (p-toluenesulfonic acid), CO (methanol). The solvent is C(C)(=O)OCC (ethyl acetate). The product is NC1=CC=C2C=CC=C(C2=C1)CC1=C(C=C(C(=O)OC)C=C1)OC (methyl 4-(7-aminonaphth-1-ylmethyl)-3-methoxybenzoate). Yield: 90.9%. RXN SMILES: C1(CC([NH:9][C:10]2[CH:19]=[C:18]3[C:13]([CH:14]=[CH:15][CH:16]=[C:17]3[CH2:20][C:21]3[CH:30]=[CH:29][C:24]([C:25]([O:27][CH3:28])=[O:26])=[CH:23][C:22]=3[O:31][CH3:32])=[CH:12][CH:11]=2)=O)CCCC1.C1(C)C=CC(S(O)(=O)=O)=CC=1.CO>C(OCC)(=O)C>[NH2:9][C:10]1[CH:19]=[C:18]2[C:13]([CH:14]=[CH:15][CH:16]=[C:17]2[CH2:20][C:21]2[CH:30]=[CH:29][C:24]([C:25]([O:27][CH3:28])=[O:26])=[CH:23][C:22]=2[O:31][CH3:32])=[CH:12][CH:11]=1. Reported procedure: A mixture of methyl 4-[7-(cyclopentylacetamido)naphth-1-ylmethyl]-3-methoxybenzoate (15.00 g), anhydrous p-toluenesulfonic acid (11.97 g), and methanol (dried over 3A molecular sieves) (70 ml) was refluxed for 42 hours. After cooling, the mixture was added to ethyl acetate (250 ml), washed (saturated sodium bicarbonate, brine), dried (MgSO4) and evaporated. The solid obtained was recrystallized from 1:12 methanol:methylene chloride and petroleum ether to give methyl 4-(7-aminonaphth-1-ylmethyl)-... Run at time 1 hour. The product is C(CCCCCCCC)NC(CCC(=O)O)=O (4-nonylamino-4-oxobutyric acid). Reported procedure: To a stirred solution of succinic anhydride (25.0 g, 0.25 mol) in 150 mL acetone was added dropwise 35.8 g (0.25 mol) of nonylamine. The addition of the amine required 15 minutes, with the acetone solution reaching reflux before the addition was complete. Five minutes after the end of addition, a precipitate formed and the reaction mixture quickly became thick with suspended solids. Following addition of the amine the reaction mixture was stirred at room temperature for 1 hr. The precipitated so... Run in CC(=O)C (acetone), CC(=O)C (acetone). The reactants are C1(CCC(=O)O1)=O (succinic anhydride), C(CCCCCCCC)N (nonylamine), amine, amine. Reaction SMILES: [C:1]1(=[O:7])[O:6][C:4](=[O:5])[CH2:3][CH2:2]1.[CH2:8]([NH2:17])[CH2:9][CH2:10][CH2:11][CH2:12][CH2:13][CH2:14][CH2:15][CH3:16]>CC(C)=O>[CH2:8]([NH:17][C:1](=[O:7])[CH2:2][CH2:3][C:4]([OH:6])=[O:5])[CH2:9][CH2:10][CH2:11][CH2:12][CH2:13][CH2:14][CH2:15][CH3:16]. Isolated yield 79.7%. Reactants: CC(C)(C)N(NC(=O)c1ccccc1)C(=O)c1ccccc1, CI, CN(C)C=O, Cl, [H-], [Na+], O. Yields the product CN(C(=O)c1ccccc1)N(C(=O)c1ccccc1)C(C)(C)C. RXN SMILES: [C:1]([CH3:2])([CH3:3])([CH3:4])[N:5]([NH:6][C:7]([c:8]1[cH:9][cH:10][cH:11][cH:12][cH:13]1)=[O:14])[C:15]([c:16]1[cH:17][cH:18][cH:19][cH:20][cH:21]1)=[O:22].[CH3:25][I:26].[CH3:28][N:29]([CH3:30])[CH:31]=[O:32].[ClH:27].[H-:23].[Na+:24].[OH2:33]>>[C:1]([CH3:2])([CH3:3])([CH3:4])[N:5]([N:6]([C:7]([c:8]1[cH:9][cH:10][cH:11][cH:12][cH:13]1)=[O:14])[CH3:25])[C:15]([c:16]1[cH:17][cH:18][cH:19][cH:20][cH:21]1)=[O:22]. Starting materials: NC(=O)c1cc([N+](=O)[O-])ccc1I, CN(C)C=O, O, O, Cl[Sn]Cl. Product: NC(=O)c1cc(N)ccc1I. As a reaction SMILES: [I:6][c:7]1[c:8]([C:9](=[O:10])[NH2:11])[cH:12][c:13]([N+:16]([O-:17])=[O:18])[cH:14][cH:15]1.[O:19]=[CH:20][N:21]([CH3:22])[CH3:23].[OH2:1].[OH2:2].[Sn:3]([Cl:4])[Cl:5]>>[I:6][c:7]1[c:8]([C:9](=[O:10])[NH2:11])[cH:12][c:13]([NH2:16])[cH:14][cH:15]1. The reactants are CC(=O)Oc1ccc(C2=CC(=O)c3ccccc3S2(=O)=O)cc1, C1CCOC1, CO, Cl, [K+], [K+], O=C([O-])[O-]. The product is O=C1C=C(c2ccc(O)cc2)S(=O)(=O)c2ccccc21. Reaction SMILES: [C:1](=[O:2])([CH3:3])[O:4][c:5]1[cH:6][cH:7][c:8]([C:11]2=[CH:20][C:19](=[O:21])[c:18]3[c:13]([cH:14][cH:15][cH:16][cH:17]3)[S:12]2(=[O:22])=[O:23])[cH:9][cH:10]1.[CH2:24]1[O:25][CH2:26][CH2:27][CH2:28]1.[CH3:36][OH:37].[ClH:35].[K+:29].[K+:30].[O-:31][C:32]([O-:33])=[O:34]>>[OH:4][c:5]1[cH:6][cH:7][c:8]([C:11]2=[CH:20][C:19](=[O:21])[c:18]3[c:13]([cH:14][cH:15][cH:16][cH:17]3)[S:12]2(=[O:22])=[O:23])[cH:9][cH:10]1.